The task is: describe an organic reaction: reactants, conditions, products, and yield. This data is from the Open Reaction Database (ORD), a public repository of structured organic reaction records. Starting materials: C(C1=NC2=CC=CC=C2C=C1)(=O)O (quinaldic acid), Cl.CN(CCCN=C=NCC)C (1-(3-dimethylaminopropyl)-3-ethylcarbodiimide hydrochloride), ON1N=NC2=C1C=CC=C2 (1-hydroxybenzotriazole), C(O)CN (ethanolamine), CN1CCOCC1 (4-methylmorpholine). The solvent is C(C)(=O)OCC (ethyl acetate), CN(C)C=O (DMF). Reaction conditions: temperature 0 celsius, time 10 minute. The product is OCCNC(=O)C1=NC2=CC=CC=C2C=C1 (N-(2-Hydroxyethyl) 2-quinolinecarboxamide). Isolated yield 24.0%. Reaction SMILES: [C:1]([OH:13])(=O)[C:2]1[CH:11]=[CH:10][C:9]2[C:4](=[CH:5][CH:6]=[CH:7][CH:8]=2)[N:3]=1.Cl.CN(C)CCCN=C=NCC.ON1C2C=CC=CC=2N=N1.[CH2:36]([CH2:38][NH2:39])[OH:37].CN1CCOCC1>CN(C=O)C.C(OCC)(=O)C>[OH:37][CH2:36][CH2:38][NH:39][C:1]([C:2]1[CH:11]=[CH:10][C:9]2[C:4](=[CH:5][CH:6]=[CH:7][CH:8]=2)[N:3]=1)=[O:13] |f:1.2|. Reported procedure: To a solution of quinaldic acid (5.0 g, 28.87 mmol), 1-(3-dimethylaminopropyl)-3-ethylcarbodiimide hydrochloride (5.5 g, 28.87 mmol), and 1-hydroxybenzotriazole (5.1 g, 37.49 mmol) in DMF (60 mL) at 0° C. was added ethanolamine (1.74 mL, 28.87 mmol) and 4-methylmorpholine (4.76 mL, 43.31 mmol). The reaction was stirred at 0° C. for an additional 10 minutes and then warmed to room temperature and stirred for 2 hours. The reaction mixture was then diluted with ethyl acetate, washed 3 times with H2...